From a dataset of the Open Reaction Database (ORD), a public repository of structured organic reaction records. describe an organic reaction: reactants, conditions, products, and yield Yields the product C1(CCCCC1)NC1=CC(=CC=C1)NC1CCCCC1 (N1,N3-dicyclohexyl-1,3-benzenediamine). Reactants: C1(CCCCC1)NC1=CC(=C(C=C1CC(C)C)CC(C)C)NC1CCCCC1 (N1,N3-dicyclohexyl-4,6-diisobutyl-1,3-benzenediamine), C1(CCCCC1)NC1=CC(=C(C=C1CC(C)C)C=C(C)C)NC1CCCCC1 (N1,N3-dicyclohexyl-4-isobutenyl-6-isobutyl-1,3-benzenediamine). Reaction SMILES: [CH:1]1([NH:7][C:8]2[C:13](CC(C)C)=[CH:12][C:11](CC(C)C)=[C:10]([NH:22][CH:23]3[CH2:28][CH2:27][CH2:26][CH2:25][CH2:24]3)[CH:9]=2)[CH2:6][CH2:5][CH2:4][CH2:3][CH2:2]1.C1(NC2C(CC(C)C)=CC(C=C(C)C)=C(NC3CCCCC3)C=2)CCCCC1>>[CH:23]1([NH:22][C:10]2[CH:11]=[CH:12][CH:13]=[C:8]([NH:7][CH:1]3[CH2:6][CH2:5][CH2:4][CH2:3][CH2:2]3)[CH:9]=2)[CH2:28][CH2:27][CH2:26][CH2:25][CH2:24]1. Procedure: Recrystallization from ethyl acetate provided an off-white product, mp 92-94° C., containing 42% of N1,N3-dicyclohexyl-4,6-diisobutyl-1,3-benzenediamine, along with 35% N1,N3-dicyclohexyl-4-isobutenyl-6-isobutyl-1,3-benzenediamine, as determined by GC/MS. Starting materials: Ic1c[nH]c2ncnc(C3CCCC3)c12, [H-], [Na+], C1CCOC1, O=S(=O)(Cl)c1ccccc1. The product is O=S(=O)(c1ccccc1)n1cc(I)c2c(C3CCCC3)ncnc21. As a reaction SMILES: [CH:1]1([c:6]2[c:7]3[c:8]([n:9][cH:10][n:11]2)[nH:12][cH:13][c:14]3[I:15])[CH2:2][CH2:3][CH2:4][CH2:5]1.[H-:16].[Na+:17].[O:28]1[CH2:29][CH2:30][CH2:31][CH2:32]1.[c:18]1([S:24](=[O:25])(=[O:26])[Cl:27])[cH:19][cH:20][cH:21][cH:22][cH:23]1>>[CH:1]1([c:6]2[c:7]3[c:8]([n:9][cH:10][n:11]2)[n:12]([S:24]([c:18]2[cH:19][cH:20][cH:21][cH:22][cH:23]2)(=[O:25])=[O:26])[cH:13][c:14]3[I:15])[CH2:2][CH2:3][CH2:4][CH2:5]1. Starting materials: CC(=O)O, O=C1Cc2cc(F)cc([N+](=O)[O-])c2N1. Yields the product Nc1cc(F)cc2c1NC(=O)C2. As a reaction SMILES: [CH3:15][C:16](=[O:17])[OH:18].[F:1][c:2]1[cH:3][c:4]2[c:8]([c:9]([N+:11]([O-:12])=[O:13])[cH:10]1)[NH:7][C:6](=[O:14])[CH2:5]2>>[F:1][c:2]1[cH:3][c:4]2[c:8]([c:9]([NH2:11])[cH:10]1)[NH:7][C:6](=[O:14])[CH2:5]2.